From a dataset of the Open Reaction Database (ORD), a public repository of structured organic reaction records. describe an organic reaction: reactants, conditions, products, and yield Starting materials: CC1OC2=C(C1)C=C(C=C2C(=O)OC)S(N)(=O)=O (methyl 2-methyl-5-sulfamoyl-2,3-dihydrobenzofuran-7-carboxylate), C(C(C)C)N1C(CCC1)CN (1-isobutyl-2-aminomethylpyrrolidine), O (water). Solvent: C(COCCO)O (diethylene glycol). Reaction conditions: time 18.5 hour. The product is C(C(C)C)N1C(CCC1)CNC(=O)C1=CC(=CC=2CC(OC21)C)S(N)(=O)=O (N-(1-isobutyl-2-pyrrolidinylmethyl)-2-methyl-5-sulfamoyl-2,3-dihydrobenzofuran-7-carboxamide). Reaction SMILES: [CH3:1][CH:2]1[CH2:6][C:5]2[CH:7]=[C:8]([S:15](=[O:18])(=[O:17])[NH2:16])[CH:9]=[C:10]([C:11]([O:13]C)=O)[C:4]=2[O:3]1.[CH2:19]([N:23]1[CH2:27][CH2:26][CH2:25][CH:24]1[CH2:28][NH2:29])[CH:20]([CH3:22])[CH3:21].O>C(O)COCCO>[CH2:19]([N:23]1[CH2:27][CH2:26][CH2:25][CH:24]1[CH2:28][NH:29][C:11]([C:10]1[C:4]2[O:3][CH:2]([CH3:1])[CH2:6][C:5]=2[CH:7]=[C:8]([S:15](=[O:18])(=[O:17])[NH2:16])[CH:9]=1)=[O:13])[CH:20]([CH3:22])[CH3:21]. Procedure details: A suspension of 5.2 g of methyl 2-methyl-5-sulfamoyl-2,3-dihydrobenzofuran-7-carboxylate and 4.5 g of 1-isobutyl-2-aminomethylpyrrolidine in 20 ml of diethylene glycol is heated at 130°-140° C. and stirred for 18-19 hours. The reaction solution is cooled to room temperature and poured into 150-200 ml of water while stirring. Under ice-cooling crystals are deposited thoroughly and collected by suction filtration. The crude crystals are washed with cold water, dissolved in chloroform and separated... Reactants: CC1=C(C=CC=C1NC2=C(C=CC=N2)C(=O)O)C(F)(F)F.CNC[C@@H]([C@H]([C@@H]([C@@H](CO)O)O)O)O (Banamine). Run in O (water). Conditions: time 3 hour. Product: CC1=C(C=CC=C1NC2=C(C=CC=N2)C(=O)O)C(F)(F)F (Flunixin). The yield is 7.4%. RXN SMILES: [CH3:1][C:2]1[C:7]([NH:8][C:9]2[N:14]=[CH:13][CH:12]=[CH:11][C:10]=2[C:15]([OH:17])=[O:16])=[CH:6][CH:5]=[CH:4][C:3]=1[C:18]([F:21])([F:20])[F:19].CNC[C@H](O)[C@@H](O)[C@H](O)[C@H](O)CO>O>[CH3:1][C:2]1[C:7]([NH:8][C:9]2[N:14]=[CH:13][CH:12]=[CH:11][C:10]=2[C:15]([OH:17])=[O:16])=[CH:6][CH:5]=[CH:4][C:3]=1[C:18]([F:20])([F:19])[F:21] |f:0.1|. Reported procedure: 5 L of water is added to about 500 g of Banamine Paste while maintaining the temperature at less than 30° C. The resulting mixture was agitated for about 3 hours while continuing to maintain the temperature at less than 30° C. The resulting precipitate was removed by filtration. The filtered solids were washed with about 1 L of water and the pH of the filtrate was adjusted to 4-5 with aqueous citric acid solution (50%). The precipitated Flunixin was collected by filtration and washed with 0.5 L ... The reactants are CC(=O)O, COc1ccc(N(Cc2ccc(C)cc2)C(=O)OCC(Cl)(Cl)Cl)c2sc(NC(=O)c3ccccc3)nc12, [Zn]. The product is COc1ccc(NCc2ccc(C)cc2)c2sc(NC(=O)c3ccccc3)nc12. Reaction SMILES: [CH3:38][C:39](=[O:40])[OH:41].[Cl:1][C:2]([Cl:3])([Cl:4])[CH2:5][O:35][C:36]([N:6]([CH2:7][c:8]1[cH:9][cH:10][c:11]([CH3:14])[cH:12][cH:13]1)[c:15]1[cH:16][cH:17][c:18]([O:33][CH3:34])[c:19]2[n:20][c:21]([NH:24][C:25]([c:26]3[cH:27][cH:28][cH:29][cH:30][cH:31]3)=[O:32])[s:22][c:23]12)=[O:37].[Zn:42]>>[NH:6]([CH2:7][c:8]1[cH:9][cH:10][c:11]([CH3:14])[cH:12][cH:13]1)[c:15]1[cH:16][cH:17][c:18]([O:33][CH3:34])[c:19]2[n:20][c:21]([NH:24][C:25]([c:26]3[cH:27][cH:28][cH:29][cH:30][cH:31]3)=[O:32])[s:22][c:23]12.